This data is from the Open Reaction Database (ORD), a public repository of structured organic reaction records. The task is: describe an organic reaction: reactants, conditions, products, and yield Starting materials: [Al+3], CCOC(=O)c1cn(-c2ccccc2)nc1OCc1ccccc1, [H-], [H-], [H-], [H-], [Li+], C1CCOC1. Product: OCc1cn(-c2ccccc2)nc1OCc1ccccc1. Reaction SMILES: [Al+3:27].[CH2:1]([c:2]1[cH:3][cH:4][cH:5][cH:6][cH:7]1)[O:8][c:9]1[n:10][n:11](-[c:19]2[cH:20][cH:21][cH:22][cH:23][cH:24]2)[cH:12][c:13]1[C:14](=[O:15])[O:16][CH2:17][CH3:18].[H-:25].[H-:28].[H-:29].[H-:30].[Li+:26].[O:31]1[CH2:32][CH2:33][CH2:34][CH2:35]1>>[CH2:1]([c:2]1[cH:3][cH:4][cH:5][cH:6][cH:7]1)[O:8][c:9]1[n:10][n:11](-[c:19]2[cH:20][cH:21][cH:22][cH:23][cH:24]2)[cH:12][c:13]1[CH2:14][OH:15]. Reactants: COC(C(C(C1=CC(=CC=C1)F)Cl)=O)=O (3-chloro-3-(3-fluoro-phenyl)-2-oxo-propionic acid methyl ester), C1(CC1)C(N)=S (cyclopropanecarbothioic acid amide). Yields the product COC(=O)C=1N=C(SC1C1=CC(=CC=C1)F)C1CC1 (2-Cyclopropyl-5-(3-fluoro-phenyl)-thiazole-4-carboxylic Acid Methyl Ester). RXN SMILES: [CH3:1][O:2][C:3](=[O:15])[C:4](=O)[CH:5](Cl)[C:6]1[CH:11]=[CH:10][CH:9]=[C:8]([F:12])[CH:7]=1.[CH:16]1([C:19](=[S:21])[NH2:20])[CH2:18][CH2:17]1>>[CH3:1][O:2][C:3]([C:4]1[N:20]=[C:19]([CH:16]2[CH2:18][CH2:17]2)[S:21][C:5]=1[C:6]1[CH:11]=[CH:10][CH:9]=[C:8]([F:12])[CH:7]=1)=[O:15]. Procedure details: prepared by reaction of 3-chloro-3-(3-fluoro-phenyl)-2-oxo-propionic acid methyl ester with cyclopropanecarbothioic acid amide.